The task is: describe an organic reaction: reactants, conditions, products, and yield. This data is from the Open Reaction Database (ORD), a public repository of structured organic reaction records. RXN SMILES: [F:1][C:2]1[CH:7]=[CH:6][C:5](B(O)O)=[CH:4][C:3]=1[CH3:11].[NH:12]1[CH:16]=[N:15][C:14]([C:17]([O:19]C)=[O:18])=[N:13]1.ClC1C=C(N2C=NC(C(O)=O)=N2)C=CC=1>>[F:1][C:2]1[CH:7]=[CH:6][C:5]([N:12]2[CH:16]=[N:15][C:14]([C:17]([OH:19])=[O:18])=[N:13]2)=[CH:4][C:3]=1[CH3:11]. Reactants: FC1=C(C=C(C=C1)B(O)O)C (4-fluoro-3-methylphenylboronic acid), N1N=C(N=C1)C(=O)OC (methyl 1,2,4-triazole-3-carboxylate), ClC=1C=C(C=CC1)N1N=C(N=C1)C(=O)O (1-(3-chloro-phenyl)-1H-[1,2,4]-triazole-3-carboxylic acid). Procedure: This intermediate was prepared from 4-fluoro-3-methylphenylboronic acid and methyl 1,2,4-triazole-3-carboxylate in two steps according to the preparation of 1-(3-chloro-phenyl)-1H-[1,2,4]-triazole-3-carboxylic acid. Product: FC1=C(C=C(C=C1)N1N=C(N=C1)C(=O)O)C (1-(4-Fluoro-3-methyl-phenyl)-1H-[1,2,4]-triazole-3-carboxylic acid). Reaction SMILES: [NH2:19][c:20]1[c:21]([OH:27])[cH:22][c:23]([CH3:26])[cH:24][cH:25]1.[Na+:18].[O:1]1[CH2:2][CH2:3][N:4]([c:7]2[n:8][c:9]([CH2:14][C:15](=[O:16])[O-:17])[nH:10][c:11](=[O:13])[cH:12]2)[CH2:5][CH2:6]1>>[O:1]1[CH2:2][CH2:3][N:4]([c:7]2[n:8][c:9]([CH2:14][C:15](=[O:17])[NH:19][c:20]3[c:21]([OH:27])[cH:22][c:23]([CH3:26])[cH:24][cH:25]3)[nH:10][c:11](=[O:13])[cH:12]2)[CH2:5][CH2:6]1. Yields the product Cc1ccc(NC(=O)Cc2nc(N3CCOCC3)cc(=O)[nH]2)c(O)c1. The reactants are Cc1ccc(N)c(O)c1, [Na+], O=C([O-])Cc1nc(N2CCOCC2)cc(=O)[nH]1. Reactants: ferric nitrate, C1(CCCCCCC1)C#N (cyclooctyl cyanide), [Na] (Sodium), C(C)Br (ethyl bromide). Run in N (ammonia), N (ammonia). Product: C(C)C1(CCCCCCC1)C#N (1-ethylcyclooctyl cyanide). Reaction SMILES: [Na].[CH2:2](Br)[CH3:3].[CH:5]1([C:13]#[N:14])[CH2:12][CH2:11][CH2:10][CH2:9][CH2:8][CH2:7][CH2:6]1>N>[CH2:2]([C:5]1([C:13]#[N:14])[CH2:12][CH2:11][CH2:10][CH2:9][CH2:8][CH2:7][CH2:6]1)[CH3:3] |^1:0|. Reported procedure: Sodium (3.7 g, 0.16 mole) was added to liquid ammonia (300 ml.) at 35° C. A catalytic amount of ferric nitrate was then added. After the solution had become grey in colour, ethyl bromide (17.4 g, 0.16 mole) and cyclooctyl cyanide (20.0 g, 0.14 mole) were added very slowly. The liquid ammonia was then allowed to evaporate over a period of 20 hours. Benzene and then water were added to the residue. The benzene layer was dried (MgSO4) and distilled to give 1-ethylcyclooctyl cyanide, bp. 130°-132°/1... Reactants: CC1(OB(OC1(C)C)C1=CC=C(OC2=NC=CC(=C2)C(F)(F)F)C=C1)C (2-(4-(4,4,5,5-tetramethyl-1,3,2-dioxaborolan-2-yl)phenoxy)-4-(trifluoromethyl)pyridine), C(N)(=O)C(C)NC1=CC(=NC(=N1)Cl)C(=O)N (6-(1-carbamoyl-ethylamino)-2-chloro-pyrimidine-4-carboxylic acid amide), C(=O)([O-])[O-].[Cs+].[Cs+] (Cs2CO3), COCCOC (ethylene glycol dimethyl ether). The reagents and catalysts are Cl[Pd]([P](C1=CC=CC=C1)(C2=CC=CC=C2)C3=CC=CC=C3)([P](C4=CC=CC=C4)(C5=CC=CC=C5)C6=CC=CC=C6)Cl (PdCl2(PPh3)2). The solvent is C(C)O (ethanol), O (water), [Cl-].[Na+].O (brine). Conditions: temperature 100 celsius. Yields the product N1=CN=C(C=C1)C(=O)N (pyrimidine-4-carboxamide). Reaction SMILES: CC1(C)C(C)(C)OB(C2C=CC(OC3C=C(C(F)(F)F)C=CN=3)=CC=2)O1.C(C(N[C:33]1[N:38]=[C:37](Cl)[N:36]=[C:35]([C:40]([NH2:42])=[O:41])[CH:34]=1)C)(=O)N.C([O-])([O-])=O.[Cs+].[Cs+].COCCOC>[Cl-].[Na+].O.Cl[Pd](Cl)([P](C1C=CC=CC=1)(C1C=CC=CC=1)C1C=CC=CC=1)[P](C1C=CC=CC=1)(C1C=CC=CC=1)C1C=CC=CC=1.C(O)C.O>[N:38]1[CH:33]=[CH:34][C:35]([C:40]([NH2:42])=[O:41])=[N:36][CH:37]=1 |f:2.3.4,6.7.8,^1:60,79|. Procedure details: A sealed glass vial containing a mixture of 2-(4-(4,4,5,5-tetramethyl-1,3,2-dioxaborolan-2-yl)phenoxy)-4-(trifluoromethyl)pyridine (182 mg, 0.5 mmol), 6-(1-carbamoyl-ethylamino)-2-chloro-pyrimidine-4-carboxylic acid amide (122 mg, 0.5 mmol), PdCl2(PPh3)2 (28 mg, 0.04 mmol, Aldrich), Cs2CO3 (325 mg, 1 mmol, Aldrich) in a mixed solvent of ethylene glycol dimethyl ether (1 mL), water (1 mL) and ethanol (0.5 mL) was heated at 100° C. for 2 h. After cooling to room temperature, the mixture was dilute... As a reaction SMILES: O[N:2]([CH3:21])[C:3](=[O:20])[CH:4]([NH:6][C:7]1[C:12]([N+:13]([O-:15])=[O:14])=[CH:11][C:10]([CH3:16])=[CH:9][C:8]=1[N+:17]([O-:19])=[O:18])[CH3:5].[CH3:22][S:23](Cl)(=[O:25])=[O:24].CN1C=CN=C1.[OH2:33]>C(Cl)Cl>[CH3:22][S:23]([O:25][C:4]([NH:6][C:7]1[C:12]([N+:13]([O-:15])=[O:14])=[CH:11][C:10]([CH3:16])=[CH:9][C:8]=1[N+:17]([O-:19])=[O:18])([CH3:5])[C:3]([NH:2][CH3:21])=[O:20])(=[O:33])=[O:24]. Yields the product CS(=O)(=O)OC(C(=O)NC)(C)NC1=C(C=C(C=C1[N+](=O)[O-])C)[N+](=O)[O-] ((methylsulfonyl)oxy-N-methyl-2-(4-methyl-2,6-dinitrophenylamino)propanamide). The solvent is C(Cl)Cl (methylene chloride). Isolated yield 22.0%. Reported procedure: 2.8 g of N-hydroxy-N-methyl-2-(4-methyl-2,6-dinitrophenylamino)propanamide in 50 ml methylene chloride was added at room temperature to a stirred suspension of the product prepared from 1.4 g methane sulfonyl chloride and 0.8 g N-methylimidazole. After 3 hours the resulting mixture was poured into water. The methylene chloride layer was evaporated to dryness and the residue was crystallized from ethanol to give a 0.8 g (22% yield) of product as a yellow solid; m.p. 145° C. with decomposition, (d... The reactants are O (water), CS(=O)(=O)Cl (methane sulfonyl chloride), CN1C=NC=C1 (N-methylimidazole), ON(C(C(C)NC1=C(C=C(C=C1[N+](=O)[O-])C)[N+](=O)[O-])=O)C (N-hydroxy-N-methyl-2-(4-methyl-2,6-dinitrophenylamino)propanamide). Starting materials: BrCCN1C(=NC=C1[N+](=O)[O-])C (1-(2'-bromoethyl)-2-methyl-5-nitroimidazole), [Na] (sodium), C(C)S(=O)O (ethyl sulfinic acid). The solvent is CS(=O)C (dimethylsulfoxide). Yields the product C(C)S(=O)(=O)CCN1C(=NC=C1[N+](=O)[O-])C (1-(2'-(ethylsulfonyl)-Ethyl]-2-Methyl-5-Nitroimidazole). RXN SMILES: Br[CH2:2][CH2:3][N:4]1[C:8]([N+:9]([O-:11])=[O:10])=[CH:7][N:6]=[C:5]1[CH3:12].[Na].[CH2:14]([S:16]([OH:18])=[O:17])[CH3:15]>CS(C)=O>[CH2:14]([S:16]([CH2:2][CH2:3][N:4]1[C:8]([N+:9]([O-:11])=[O:10])=[CH:7][N:6]=[C:5]1[CH3:12])(=[O:18])=[O:17])[CH3:15] |^1:12|. Procedure details: 5.83 g. (25 m moles) of 1-(2'-bromoethyl)-2-methyl-5-nitroimidazole is dissolved in 50 ml. of dimethylsulfoxide and 5.48 g. (30 m mole) of the sodium salt of ethyl sulfinic acid (CH3CH2SO2Na) is added. The reaction mixture is maintained for 21/2 hours at 100°-110° C. thereafter the solvent is removed under vacuum and the solid residue is washed with water and recrystallized from ethanol. The yield is 2.28 (37%) of 1-[2'-(ethylsulfonyl)-ethyl]-2-methyl-5-nitroimidazole, M.P. 124°-126° C. The reactants are FC1=C(C(=O)CC#N)C=C(C(=C1F)F)F (2-(2,3,4,5-tetrafluorobenzoyl)acetonitrile), C(OCC)([O-])[O-] (ethyl orthoformate), C(C)(=O)OC(C)=O (acetic anhydride). Conditions: temperature 100 celsius, time 3 hour. Product: C(C)OC=C(C#N)C(C1=C(C(=C(C(=C1)F)F)F)F)=O (3-ethoxy-2-(2,3,4,5-tetrafluorobenzoyl)acrylonitrile). The yield is 88.0%. As a reaction SMILES: [F:1][C:2]1[C:12]([F:13])=[C:11]([F:14])[C:10]([F:15])=[CH:9][C:3]=1[C:4]([CH2:6][C:7]#[N:8])=[O:5].[CH:16]([O-])([O-])[O:17][CH2:18][CH3:19].C(OC(=O)C)(=O)C>>[CH2:18]([O:17][CH:16]=[C:6]([C:4](=[O:5])[C:3]1[CH:9]=[C:10]([F:15])[C:11]([F:14])=[C:12]([F:13])[C:2]=1[F:1])[C:7]#[N:8])[CH3:19]. Reported procedure: A mixture of 2-(2,3,4,5-tetrafluorobenzoyl)acetonitrile (13.1 g), ethyl orthoformate (13.4 g) and acetic anhydride (15.4 g) is heated at 100° C. with stirring for 3 hours. The reaction mixture is concentrated under vacuum to yield an orange brownish oily residue. When the oily residue is allowed to stand at room temperature, it crystallizes slowly. The resulting crystals are collected and washed successively with a 2:1 mixture of hexane and ethyl acetate, and a 5:1 mixture of hexane and ethyl ac... Starting materials: COC(=O)c1cc(Cl)cn1NCc1ccc(OC)cc1, COC(=O)CC(=O)Cl. Yields the product COC(=O)CC(=O)N(Cc1ccc(OC)cc1)n1cc(Cl)cc1C(=O)OC. As a reaction SMILES: [CH3:1][O:2][C:3](=[O:4])[c:5]1[n:6]([NH:11][CH2:12][c:13]2[cH:14][cH:15][c:16]([O:19][CH3:20])[cH:17][cH:18]2)[cH:7][c:8]([Cl:10])[cH:9]1.[CH3:21][O:22][C:23]([CH2:24][C:25](=[O:26])[Cl:27])=[O:28]>>[CH3:1][O:2][C:3](=[O:4])[c:5]1[n:6]([N:11]([CH2:12][c:13]2[cH:14][cH:15][c:16]([O:19][CH3:20])[cH:17][cH:18]2)[C:25]([CH2:24][C:23]([O:22][CH3:21])=[O:28])=[O:26])[cH:7][c:8]([Cl:10])[cH:9]1.